From a dataset of the Open Reaction Database (ORD), a public repository of structured organic reaction records. describe an organic reaction: reactants, conditions, products, and yield Starting materials: BrBr (bromine), COC(=O)C1=C(CS(=O)(=O)NC(=S)NC2=NC(=CC(=N2)OC)OC)C=CC=C1 (N-(2-Methoxycarbonylbenzyl)sulfonyl-N'-(4,6-dimethoxy-2-pyrimidinyl) thiourea), ice water. Run in N1=CC=CC=C1 (pyridine). Conditions: time 1.5 hour. Product: COC1=NC=2N(C(=C1)OC)SC(N2)=NS(=O)(=O)CC2=C(C=CC=C2)C(=O)OC (5,7-dimethoxy-2-[(2-methoxycarbonylbenzyl)sulfonyl]imino-2H-[1,2,4]-thiadiazolo[2,3-a]pyrimidine). Yield: 78.4%. RXN SMILES: [CH3:1][O:2][C:3]([C:5]1[CH:28]=[CH:27][CH:26]=[CH:25][C:6]=1[CH2:7][S:8]([NH:11][C:12]([NH:14][C:15]1[N:20]=[C:19]([O:21][CH3:22])[CH:18]=[C:17]([O:23][CH3:24])[N:16]=1)=[S:13])(=[O:10])=[O:9])=[O:4].BrBr>N1C=CC=CC=1>[CH3:24][O:23][C:17]1[CH:18]=[C:19]([O:21][CH3:22])[N:20]2[S:13][C:12](=[N:11][S:8]([CH2:7][C:6]3[CH:25]=[CH:26][CH:27]=[CH:28][C:5]=3[C:3]([O:2][CH3:1])=[O:4])(=[O:10])=[O:9])[N:14]=[C:15]2[N:16]=1. Reported procedure: N-(2-Methoxycarbonylbenzyl)sulfonyl-N'-(4,6-dimethoxy-2-pyrimidinyl) thiourea (1.0 g) is dissolved in 15 ml of pyridine and cooled to -10°~-5° C., to which 0.4 g of bromine is dropwise added. After stirring for 1.5 hours at the same temperature, the reaction mixture is poured into 100 ml of ice water and the white crystals are collected by filtration. The product is washed with water, dried and washed with hot acetonitrile to give 0.78 g of the title compound as white powdery crystals. mp 153°~1... The reactants are CC(C)(C)OC(=O)Cn1c(=O)ccn(CC(=O)O)c1=O, CC(C)C(N)C(=O)N1CCCC1C(=O)NC(C(C)C)C(O)c1nc2ccccc2o1, O, c1ccncc1. Reaction SMILES: [C:37]([CH3:38])([CH3:39])([CH3:40])[O:41][C:42](=[O:43])[CH2:44][n:45]1[c:46](=[O:56])[n:47]([CH2:52][C:53](=[O:54])[OH:55])[cH:48][cH:49][c:50]1=[O:51].[NH2:7][CH:8]([CH:9]([CH3:10])[CH3:11])[C:12](=[O:13])[N:14]1[CH:15]([C:16](=[O:17])[NH:18][CH:19]([CH:20]([OH:21])[c:22]2[o:23][c:24]3[c:25]([n:26]2)[cH:27][cH:28][cH:29][cH:30]3)[CH:31]([CH3:32])[CH3:33])[CH2:34][CH2:35][CH2:36]1.[OH2:57].[cH:1]1[cH:2][cH:3][n:4][cH:5][cH:6]1>>[NH:7]([CH:8]([CH:9]([CH3:10])[CH3:11])[C:12](=[O:13])[N:14]1[CH:15]([C:16](=[O:17])[NH:18][CH:19]([CH:20]([OH:21])[c:22]2[o:23][c:24]3[c:25]([n:26]2)[cH:27][cH:28][cH:29][cH:30]3)[CH:31]([CH3:32])[CH3:33])[CH2:34][CH2:35][CH2:36]1)[C:53]([CH2:52][n:47]1[c:46](=[O:56])[n:45]([CH2:44][C:42]([O:41][C:37]([CH3:38])([CH3:39])[CH3:40])=[O:43])[c:50](=[O:51])[cH:49][cH:48]1)=[O:54]. Yields the product CC(C)C(NC(=O)Cn1ccc(=O)n(CC(=O)OC(C)(C)C)c1=O)C(=O)N1CCCC1C(=O)NC(C(C)C)C(O)c1nc2ccccc2o1.